From a dataset of the Open Reaction Database (ORD), a public repository of structured organic reaction records. describe an organic reaction: reactants, conditions, products, and yield The reactants are CN, CC(Oc1ccc(Oc2ccc(OC(F)(F)F)cc2)cc1)C(=O)Cl, C1CCOC1. Product: C[NH-], CC(Oc1ccc(Oc2ccc(OC(F)(F)F)cc2)cc1)C(=O)O. RXN SMILES: [CH3:25][NH2:26].[F:1][C:2]([O:3][c:4]1[cH:5][cH:6][c:7]([O:8][c:9]2[cH:10][cH:11][c:12]([O:13][CH:14]([C:15](=[O:16])[Cl:17])[CH3:18])[cH:19][cH:20]2)[cH:21][cH:22]1)([F:23])[F:24].[O:27]1[CH2:28][CH2:29][CH2:30][CH2:31]1>>[CH3:25][NH-:26].[F:1][C:2]([O:3][c:4]1[cH:5][cH:6][c:7]([O:8][c:9]2[cH:10][cH:11][c:12]([O:13][CH:14]([C:15](=[O:16])[OH:27])[CH3:18])[cH:19][cH:20]2)[cH:21][cH:22]1)([F:23])[F:24]. Starting materials: CO, CC(=O)Cl, Cc1c(O)cccc1C(=O)O. The product is COC(=O)c1cccc(O)c1C. RXN SMILES: [CH3:16][OH:17].[CH3:1][C:2](=[O:3])[Cl:4].[OH:5][c:6]1[c:7]([CH3:15])[c:8]([C:9](=[O:10])[OH:11])[cH:12][cH:13][cH:14]1>>[CH3:1][O:10][C:9]([c:8]1[c:7]([CH3:15])[c:6]([OH:5])[cH:14][cH:13][cH:12]1)=[O:11]. The reactants are Cl.OC1=CC=C(C=C1)NC(=N)N (1-(4-hydroxyphenyl)guanidine hydrochloride), [OH-].[Na+] (NaOH), CN(/C=C/C(=O)C1=CN(C2=NC=CC=C21)CC)C ((E)-3-(dimethylamino)-1-(1-ethyl-1H-pyrrolo[2,3-b]pyridin-3-yl)prop-2-en-1-one). Solvent: CCO.CO (EtOH MeOH). Yields the product C(C)N1C=C(C=2C1=NC=CC2)C2=NC(=NC=C2)NC2=CC=C(C=C2)O (4-(4-(1-Ethyl-1H-pyrrolo[2,3-b]pyridin-3-yl)pyrimidin-2-ylamino)phenol). RXN SMILES: CN(C)/[CH:3]=[CH:4]/[C:5]([C:7]1[C:15]2[C:10](=[N:11][CH:12]=[CH:13][CH:14]=2)[N:9]([CH2:16][CH3:17])[CH:8]=1)=O.Cl.[OH:20][C:21]1[CH:26]=[CH:25][C:24]([NH:27][C:28]([NH2:30])=[NH:29])=[CH:23][CH:22]=1.[OH-].[Na+]>CCO.CO>[CH2:16]([N:9]1[C:10]2=[N:11][CH:12]=[CH:13][CH:14]=[C:15]2[C:7]([C:5]2[CH:4]=[CH:3][N:30]=[C:28]([NH:27][C:24]3[CH:25]=[CH:26][C:21]([OH:20])=[CH:22][CH:23]=3)[N:29]=2)=[CH:8]1)[CH3:17] |f:1.2,3.4,5.6|. Procedure: A mixture of (E)-3-(dimethylamino)-1-(1-ethyl-1H-pyrrolo[2,3-b]pyridin-3-yl)prop-2-en-1-one (5 mmol) in 3 mL EtOH/MeOH (1:2, v/v) was treated with 1-(4-hydroxyphenyl)guanidine hydrochloride (5 mmol) and NaOH (10 mmol). The reaction mixture was microwaved at 150° C. for 25 minutes. The residue was purified by chromatography using EtOAc to elute the titled compound. Recrystallisation from EtOAc yielded white solid. 1H-NMR (DMSO-d6) δ: 1.45 (t, 3H, J=7.2 Hz, CH3), 4.37 (q, 2H, J=7.6 Hz, CH2), 6.74 ... Solvent: C(C)#N (acetonitrile). Starting materials: CC1=CC=C(C=C1)S (p-thiocresol), [N+](=O)([O-])C1=C(C=CC(=C1)[N+](=O)[O-])SCl (2,4-dinitrophenylsulfenyl chloride), ice water. The reagents and catalysts are [Ag] (silver). The yield is 31.8%. As a reaction SMILES: [CH3:1][C:2]1[CH:7]=[CH:6][C:5]([SH:8])=[CH:4][CH:3]=1.[N+:9]([C:12]1[CH:17]=[C:16]([N+:18]([O-:20])=[O:19])[CH:15]=[CH:14][C:13]=1SCl)([O-:11])=[O:10]>C(#N)C.[Ag]>[N+:9]([C:12]1[CH:17]=[C:16]([N+:18]([O-:20])=[O:19])[CH:15]=[CH:14][C:13]=1[C:7]1[CH:6]=[C:5]([S:8][S:8][C:5]2[CH:4]=[CH:3][C:2]([CH3:1])=[C:7]([C:13]3[CH:14]=[CH:15][C:16]([N+:18]([O-:20])=[O:19])=[CH:17][C:12]=3[N+:9]([O-:11])=[O:10])[CH:6]=2)[CH:4]=[CH:3][C:2]=1[CH3:1])([O-:11])=[O:10]. Product: [N+](=O)([O-])C1=C(C=CC(=C1)[N+](=O)[O-])C1=C(C=CC(=C1)SSC1=CC(=C(C=C1)C)C1=C(C=C(C=C1)[N+](=O)[O-])[N+](=O)[O-])C (2,4-dinitrophenyl p-tolyldisulfide). Procedure: In a nitrogen atmosphere, 3.70 g (16.0 mmol) of the silver salt of p-thiocresol and 3.75 g (16.0 mmol) of 2,4-dinitrophenylsulfenyl chloride were stirred for 3 hours in 150 ml of acetonitrile serving as a solvent, while cooling with ice water. The reaction mixture was filtered and the residue obtained after the concentration of the filtrate under reduced pressure was subjected to chromatography on a silica gel column (eluting solvent: hexane/ethyl acetate=5/1), whereby 1.64 g (5.08 mmol, yield: ... Reaction SMILES: [O:1]1[C:5]2[CH:6]=[CH:7][C:8]([CH:10]([C:26]3[C:34]4[C:29](=[CH:30][C:31]([C:35]([NH2:37])=O)=[CH:32][CH:33]=4)[N:28]([CH3:38])[CH:27]=3)[C:11]([NH:13][S:14]([C:17]3[CH:22]=[CH:21][C:20]([CH:23]([CH3:25])[CH3:24])=[CH:19][CH:18]=3)(=[O:16])=[O:15])=[O:12])=[CH:9][C:4]=2[O:3][CH2:2]1.O.[NH2:40]N.COC(OC)[N:45]([CH3:47])C>>[O:1]1[C:5]2[CH:6]=[CH:7][C:8]([CH:10]([C:26]3[C:34]4[C:29](=[CH:30][C:31]([C:35]5[NH:37][CH:47]=[N:45][N:40]=5)=[CH:32][CH:33]=4)[N:28]([CH3:38])[CH:27]=3)[C:11]([NH:13][S:14]([C:17]3[CH:22]=[CH:21][C:20]([CH:23]([CH3:24])[CH3:25])=[CH:19][CH:18]=3)(=[O:15])=[O:16])=[O:12])=[CH:9][C:4]=2[O:3][CH2:2]1 |f:1.2|. Procedure: Dimethylformamide dimethylacetal (10 ml) was added to 3-{1-(1,3-benzodioxol-5-yl)-2-[(4-isopropylphenyl)sulfonamido]-2-oxoethyl}-1-methyl-1H-6-indolecarboxamide (the compound of Example 28, 180 mg, 0.36 mmol) and the slurry was heated at reflux for 48 h. The solvent was removed in vacuo and the residue redissolved in glacial acetic acid (8 ml). Hydrazine hydrate (12 mg, 4.68 mmol) was added and the solution heated at reflux for 24 h. After cooling the crude product was extracted from brine (50 m... The product is O1COC2=C1C=CC(=C2)C(C(=O)NS(=O)(=O)C2=CC=C(C=C2)C(C)C)C2=CN(C1=CC(=CC=C21)C2=NN=CN2)C (3-{1-(1,3-Benzodioxol-5-yl)-2-[(4-isopropylphenyl)sulfonamido]-2-oxoethyl}-1-methyl-6-(4H-1,2,4-triazol-3-yl)-1H-indole). Reactants: O1COC2=C1C=CC(=C2)C(C(=O)NS(=O)(=O)C2=CC=C(C=C2)C(C)C)C2=CN(C1=CC(=CC=C21)C(=O)N)C (3-{1-(1,3-benzodioxol-5-yl)-2-[(4-isopropylphenyl)sulfonamido]-2-oxoethyl}-1-methyl-1H-6-indolecarboxamide), compound, COC(N(C)C)OC (Dimethylformamide dimethylacetal), crude product, O.NN (Hydrazine hydrate). Starting materials: CC1=NC=NC(=C1C(=O)OC)C (methyl 4,6-dimethylpyrimidine-5-carboxylate), [OH-].[Na+] (sodium hydroxide), Cl (hydrochloric acid). Run in O (water). Conditions: temperature 50 celsius. Yields the product CC1=NC=NC(=C1C(=O)O)C (4,6-Dimethylpyrimidine-5-carboxylic acid). As a reaction SMILES: [CH3:1][C:2]1[C:7]([C:8]([O:10]C)=[O:9])=[C:6]([CH3:12])[N:5]=[CH:4][N:3]=1.[OH-].[Na+].Cl>O>[CH3:1][C:2]1[C:7]([C:8]([OH:10])=[O:9])=[C:6]([CH3:12])[N:5]=[CH:4][N:3]=1 |f:1.2|. Procedure: The crude methyl 4,6-dimethylpyrimidine-5-carboxylate from the previous example to 20° C. was cooled and water (86 ml) was charged. 25% sodium hydroxide solution (75.5 ml) was charged and the batch was warmed to 50° C. for 90 minutes. The batch was cooled to between −5 and 0° C. and concentrated hydrochloric acid was charged slowly keeping the temperature within the range of −5 to +5° C. until a pH of 1.5 was reached. The batch was agitated for at least one hour at 0° C. The batch was filtered a... Starting materials: O1C(CCCC1)OCC=1C=C(C=CC1)Br (3-(tetrahydropyranyloxymethyl)bromobenzene), C(C)(=O)OCC (ethyl acetate), C(C)(C)(C)OC(=O)N1[C@H](C=O)C[C@H](C1)O[Si](C)(C)C(C)(C)C ((2S,4R)-N-t-butoxycarbonyl-4-(t-butyldimethylsiloxy)prolinal), [Cl-].[NH4+] (ammonium chloride). The solvent is O1CCCC1 (tetrahydrofuran), O1CCCC1 (tetrahydrofuran), O (water), O1CCCC1 (tetrahydrofuran). Conditions: temperature -78 celsius, time 40 minute. Yields the product C(C)(C)(C)OC(=O)N1[C@@H](C[C@H](C1)O[Si](C)(C)C(C)(C)C)C(C1=CC(=CC=C1)COC1OCCCC1)O ((2S,4R)-N-t-butoxycarbonyl-4-t-butyldimethylsiloxy-2-[α-hydroxy-3-(tetrahydropyranyloxymethyl)benzyl]pyrrolidine). The yield is 55.1%. RXN SMILES: [O:1]1[CH2:6][CH2:5][CH2:4][CH2:3][CH:2]1[O:7][CH2:8][C:9]1[CH:10]=[C:11](Br)[CH:12]=[CH:13][CH:14]=1.[C:16]([O:20][C:21]([N:23]1[CH2:29][C@H:28]([O:30][Si:31]([C:34]([CH3:37])([CH3:36])[CH3:35])([CH3:33])[CH3:32])[CH2:27][C@H:24]1[CH:25]=[O:26])=[O:22])([CH3:19])([CH3:18])[CH3:17].[Cl-].[NH4+].C(OCC)(=O)C>O1CCCC1.O>[C:16]([O:20][C:21]([N:23]1[CH2:29][C@H:28]([O:30][Si:31]([C:34]([CH3:37])([CH3:36])[CH3:35])([CH3:33])[CH3:32])[CH2:27][C@H:24]1[CH:25]([OH:26])[C:11]1[CH:12]=[CH:13][CH:14]=[C:9]([CH2:8][O:7][CH:2]2[CH2:3][CH2:4][CH2:5][CH2:6][O:1]2)[CH:10]=1)=[O:22])([CH3:19])([CH3:18])[CH3:17] |f:2.3|. Reported procedure: A solution of 3-(tetrahydropyranyloxymethyl)bromobenzene (11.8 g, 43.5 mmol) in tetrahydrofuran (20 ml) was added dropwise to a solution of 1.6M n-butyl lithium-hexane solution (30 ml, 48 mmol) in tetrahydrofuran (100 ml) at -78° C. in a nitrogen stream over 15 minutes. This reaction solution was stirred at -78° C. for 40 minutes and then a solution of (2S,4R)-N-t-butoxycarbonyl-4-(t-butyldimethylsiloxy)prolinal (7.2 g, 21.9 mmol) in tetrahydrofuran (20 ml) was added dropwise over 20 minutes. Th... Reactants: CC1=C(N=C(N1)C1=CC=CC2=CC=CC=C12)C(=O)OCC (5-methyl-2-(1-naphthalenyl)-1H-imidazole-4-carboxylic acid, ethyl ester), NN (hydrazine). Product: CC1=C(N=C(N1)C1=CC=CC2=CC=CC=C12)C(=O)NN (5-methyl-2-(1-naphthalenyl)-1H-imidazole-4-carboxylic acid, hydrazide). RXN SMILES: [CH3:1][C:2]1[NH:6][C:5]([C:7]2[C:16]3[C:11](=[CH:12][CH:13]=[CH:14][CH:15]=3)[CH:10]=[CH:9][CH:8]=2)=[N:4][C:3]=1[C:17]([O:19]CC)=O.[NH2:22][NH2:23]>>[CH3:1][C:2]1[NH:6][C:5]([C:7]2[C:16]3[C:11](=[CH:12][CH:13]=[CH:14][CH:15]=3)[CH:10]=[CH:9][CH:8]=2)=[N:4][C:3]=1[C:17]([NH:22][NH2:23])=[O:19]. Procedure details: A mixture of 5.0 g of the above ester and 25 ml of hydrazine was refluxed overnight and then cooled. The solid was collected, stirred with water and cooled. The solid was collected, giving 4.5 g of 5-methyl-2-(1-naphthalenyl)-1H-imidazole-4-carboxylic acid, hydrazide. Starting materials: NS(=O)(=O)c1ccc(N2CCNCC2)c(Br)c1, OCCC1OCCc2cc(Br)ccc21, COc1ccc(N2CCNCC2)c(Br)c1, NC(=O)c1ccc(N2CCN(CCC3OCCc4ccccc43)CC2)cc1, Cl. The product is NS(=O)(=O)c1ccc(N2CCN(CCC3OCCc4cc(Br)ccc43)CC2)c(Br)c1. RXN SMILES: [Br:16][c:17]1[cH:18][c:19]([S:29](=[O:30])(=[O:31])[NH2:32])[cH:20][cH:21][c:22]1[N:23]1[CH2:24][CH2:25][NH:26][CH2:27][CH2:28]1.[Br:1][c:2]1[cH:3][c:4]2[c:9]([cH:10][cH:11]1)[CH:8]([CH2:12][CH2:13][OH:14])[O:7][CH2:6][CH2:5]2.[Br:33][c:34]1[cH:35][c:36]([O:37][CH3:38])[cH:39][cH:40][c:41]1[N:42]1[CH2:43][CH2:44][NH:45][CH2:46][CH2:47]1.[CH:48]1([CH2:49][CH2:50][N:51]2[CH2:52][CH2:53][N:54]([c:55]3[cH:56][cH:57][c:58]([C:59]([NH2:60])=[O:61])[cH:62][cH:63]3)[CH2:64][CH2:65]2)[c:66]2[c:67]([cH:68][cH:69][cH:70][cH:71]2)[CH2:72][CH2:73][O:74]1.[ClH:15]>>[Br:1][c:2]1[cH:3][c:4]2[c:9]([cH:10][cH:11]1)[CH:8]([CH2:12][CH2:13][N:26]1[CH2:25][CH2:24][N:23]([c:22]3[c:17]([Br:16])[cH:18][c:19]([S:29](=[O:30])(=[O:31])[NH2:32])[cH:20][cH:21]3)[CH2:28][CH2:27]1)[O:7][CH2:6][CH2:5]2.